This data is from the Open Reaction Database (ORD), a public repository of structured organic reaction records. The task is: describe an organic reaction: reactants, conditions, products, and yield Starting materials: NC1=CC=C(C=C1)C1CCCC=2N1C=NC2 (5-(p-aminophenyl)-5,6,7,8-tetrahydroimidazo[1,5-a]pyridine), N(=O)[O-].[Na+] (sodium nitrite), [Cu]C#N (copper(I) cyanide), ice. Run in Cl (hydrochloric acid), O (water), O (water), O (water). The product is C(#N)C1=CC=C(C=C1)C1CCCC=2N1C=NC2 (5-(p-Cyanophenyl)-5,6,7,8-tetrahydroimidazo[1,5-a]pyridine). RXN SMILES: N[C:2]1[CH:7]=[CH:6][C:5]([CH:8]2[N:13]3[CH:14]=[N:15][CH:16]=[C:12]3[CH2:11][CH2:10][CH2:9]2)=[CH:4][CH:3]=1.N([O-])=O.[Na+].[Cu][C:22]#[N:23]>Cl.O>[C:22]([C:2]1[CH:7]=[CH:6][C:5]([CH:8]2[N:13]3[CH:14]=[N:15][CH:16]=[C:12]3[CH2:11][CH2:10][CH2:9]2)=[CH:4][CH:3]=1)#[N:23] |f:1.2|. Procedure: A solution of 2.13 g of 5-(p-aminophenyl)-5,6,7,8-tetrahydroimidazo[1,5-a]pyridine in 4 ml of concentrated hydrochloric acid and 10 ml of water is cooled in an ice-bath and a solution of 0.78 g of sodium nitrite in 2 ml of water is added slowly. The solution is added via dropping funnel to an ice cooled solution of 3.0 g of copper(I) cyanide in 10 ml of water, keeping the temperature between 30°-40°. The reaction mixture is heated on a steam bath for 1 h, cooled and brought to pH 9. The organic ... The reactants are FC=1C=C2C(C(=C3N(C2=C(C1F)F)C(S3)C)C(=O)OCC)=O (Ethyl 6,7,8-trifluoro-1-methyl-4-oxo-4H-[1,3]thiazeto[3,2-a]quinoline-3-carboxylate), C([O-])([O-])=O.[K+].[K+] (potassium carbonate), N1CCNCC1 (piperazine). Run in CN(C=O)C (N,N-dimethylformamide). Reaction conditions: temperature 60 celsius, time 2 hour. Yields the product FC=1C=C2C(C(=C3N(C2=C(C1N1CCNCC1)F)C(S3)C)C(=O)OCC)=O (Ethyl 6,8-difluoro-1-methyl-4-oxo-7-(1-piperazinyl)-4H-[1,3]thiazeto[3,2-a]quinoline-3-carboxyate). Yield: 73.2%. As a reaction SMILES: [F:1][C:2]1[CH:3]=[C:4]2[C:9](=[C:10]([F:13])[C:11]=1F)[N:8]1[CH:14]([CH3:16])[S:15][C:7]1=[C:6]([C:17]([O:19][CH2:20][CH3:21])=[O:18])[C:5]2=[O:22].C(=O)([O-])[O-].[K+].[K+].[NH:29]1[CH2:34][CH2:33][NH:32][CH2:31][CH2:30]1>CN(C)C=O>[F:1][C:2]1[CH:3]=[C:4]2[C:9](=[C:10]([F:13])[C:11]=1[N:29]1[CH2:34][CH2:33][NH:32][CH2:31][CH2:30]1)[N:8]1[CH:14]([CH3:16])[S:15][C:7]1=[C:6]([C:17]([O:19][CH2:20][CH3:21])=[O:18])[C:5]2=[O:22] |f:1.2.3|. Procedure details: Ethyl 6,7,8-trifluoro-1-methyl-4-oxo-4H-[1,3]thiazeto[3,2-a]quinoline-3-carboxylate (0.33 g) and 0.14 g of potassium carbonate were suspended in 10 ml of N,N-dimethylformamide, 0.13 g of anhydrous piperazine was added and the mixture was stirred at 60° C. for 2 hours. N,N-Dimethylformamide was evaporated therefrom in vacuo, the residue was dissolved in chloroform, the solution was washed with water, dried over magnesium sulfate, the solvent was evaporated therefrom, the residue was subjected to ... The reactants are CC#N, COC1(c2ccc(Cl)c(Cc3ccc4c(c3)N(Cc3ccccc3)CCO4)c2)OC(CO)C(O)C(O)C1O, CC[SiH](CC)CC, ClCCl. The product is OCC1OC(c2ccc(Cl)c(Cc3ccc4c(c3)N(Cc3ccccc3)CCO4)c2)C(O)C(O)C1O. RXN SMILES: [C:49](#[N:50])[CH3:51].[CH2:1]([c:2]1[cH:3][cH:4][cH:5][cH:6][cH:7]1)[N:8]1[CH2:9][CH2:10][O:11][c:12]2[c:13]1[cH:14][c:15]([CH2:18][c:19]1[cH:20][c:21]([C:26]3([O:37][CH3:38])[O:27][CH:28]([CH2:35][OH:36])[CH:29]([OH:34])[CH:30]([OH:33])[CH:31]3[OH:32])[cH:22][cH:23][c:24]1[Cl:25])[cH:16][cH:17]2.[CH2:39]([SiH:40]([CH2:41][CH3:42])[CH2:43][CH3:44])[CH3:45].[Cl:46][CH2:47][Cl:48]>>[CH2:1]([c:2]1[cH:3][cH:4][cH:5][cH:6][cH:7]1)[N:8]1[CH2:9][CH2:10][O:11][c:12]2[c:13]1[cH:14][c:15]([CH2:18][c:19]1[cH:20][c:21]([CH:26]3[O:27][CH:28]([CH2:35][OH:36])[CH:29]([OH:34])[CH:30]([OH:33])[CH:31]3[OH:32])[cH:22][cH:23][c:24]1[Cl:25])[cH:16][cH:17]2.